This data is from the Open Reaction Database (ORD), a public repository of structured organic reaction records. The task is: describe an organic reaction: reactants, conditions, products, and yield Reactants: C1CCNC1, ClCCl, O=CCCC(CCC=O)[N+](=O)[O-], O=C(O)c1ccccc1. Product: O=CC1=CCCC([N+](=O)[O-])C1. Reaction SMILES: [CH2:13]1[CH2:14][NH:15][CH2:16][CH2:17]1.[CH2:27]([Cl:28])[Cl:29].[N+:1](=[O:2])([O-:3])[CH:4]([CH2:5][CH2:6][CH:7]=[O:8])[CH2:9][CH2:10][CH:11]=[O:12].[OH:18][C:19]([c:20]1[cH:21][cH:22][cH:23][cH:24][cH:25]1)=[O:26]>>[N+:1](=[O:2])([O-:3])[CH:4]1[CH2:5][C:6]([CH:7]=[O:8])=[CH:11][CH2:10][CH2:9]1. The reactants are OC1C(C(C2(CO2)CC1)C1(OC1CC=C(C)C)C)OC (6-hydroxy-5-methoxy-4-[2-methyl-3-(3-methyl-2-butenyl)oxiranyl]-1-oxaspiro[2,5]octane), O1CCCC1 (tetrahydrofuran), [H-].[Na+] (sodium hydride), ClC(=O)OCC(C)C (isobutyl chloroformate). Solvent: C(C)OCC (diethyl ether). The product is C(C(C)C)OC(=O)OC1C(C(C2(CO2)CC1)C1(OC1CC=C(C)C)C)OC (6-isobutoxycarbonyloxy-5-methoxy-4-[2-methyl-3-(3-methyl-2-butenyl)oxiranyl]-1-oxaspiro[2,5]octane). The yield is 26.7%. RXN SMILES: [OH:1][CH:2]1[CH2:9][CH2:8][C:5]2([O:7][CH2:6]2)[CH:4]([C:10]2([CH3:18])[CH:12]([CH2:13][CH:14]=[C:15]([CH3:17])[CH3:16])[O:11]2)[CH:3]1[O:19][CH3:20].O1CCCC1.[H-].[Na+].Cl[C:29]([O:31][CH2:32][CH:33]([CH3:35])[CH3:34])=[O:30]>C(OCC)C>[CH2:32]([O:31][C:29]([O:1][CH:2]1[CH2:9][CH2:8][C:5]2([O:7][CH2:6]2)[CH:4]([C:10]2([CH3:18])[CH:12]([CH2:13][CH:14]=[C:15]([CH3:17])[CH3:16])[O:11]2)[CH:3]1[O:19][CH3:20])=[O:30])[CH:33]([CH3:35])[CH3:34] |f:2.3|. Reported procedure: To a solution of 6-hydroxy-5-methoxy-4-[2-methyl-3-(3-methyl-2-butenyl)oxiranyl]-1-oxaspiro[2,5]octane (14.1 mg) in freshly distilled tetrahydrofuran (0.5 ml) was added sodium hydride (6.0 mg, 60% oil dispersion) in one portion at 5° C. The mixture was stirred for half an hour at the same temperature and then isobutyl chloroformate (7 mg) was added thereto. The reaction mixture was stirred for 2 hours at ambient temperature and then diluted with diethyl ether. The organic layer was washed with b... Starting materials: [N+](=O)([O-])C1=C2C=CC=NC2=C(C=C1)C(=O)O (5-nitroquinoline-8-carboxilic acid), IC (iodomethane), C([O-])([O-])=O.[K+].[K+] (potassium carbonate), O (Water). The solvent is CN(C)C=O (DMF). Conditions: time 1 hour. Yields the product COC(=O)C=1C=CC(=C2C=CC=NC12)[N+](=O)[O-] (5-Nitroquinoline-8-carboxilic acid methyl ester). The yield is 78.3%. Reaction SMILES: [N+:1]([C:4]1[CH:13]=[CH:12][C:11]([C:14]([OH:16])=[O:15])=[C:10]2[C:5]=1[CH:6]=[CH:7][CH:8]=[N:9]2)([O-:3])=[O:2].IC.[C:19](=O)([O-])[O-].[K+].[K+].O>CN(C=O)C>[CH3:19][O:15][C:14]([C:11]1[CH:12]=[CH:13][C:4]([N+:1]([O-:3])=[O:2])=[C:5]2[C:10]=1[N:9]=[CH:8][CH:7]=[CH:6]2)=[O:16] |f:2.3.4|. Reported procedure: To a stirred solution of 300 mg (1.375 mmol) of 5-nitroquinoline-8-carboxilic acid (Breckenridge, J. G. Et al., Canadian J. of Research Sect. B; 1947, 25, 49) in DMF (6 mL), 546 mg (3.850 mmol) of iodomethane and 190 mg (1.375 mmol) of potassium carbonate were added. The resulting mixture was stirred at room temperature for one hour. Water (10 mL) was added and the product collected by filtration. The residue was washed with water and dried to yield the title compound (250 mg, 78.4%). The reactants are CC1=C(C(=C(C=C1C(=O)O)C(=O)O)C)O (dimethyl 5-hydroxyisophthalic acid), BrCC=C (3-bromopropene), C([O-])([O-])=O.[K+].[K+] (potassium carbonate). Solvent: CC(=O)C (acetone). Run at time 15 hour. The product is CC1=C(C(=C(C=C1C(=O)O)C(=O)O)C)OCC=C (dimethyl 5-allyloxyisophthalic acid). Yield: 91.4%. Reaction SMILES: [CH3:1][C:2]1[C:7]([C:8]([OH:10])=[O:9])=[CH:6][C:5]([C:11]([OH:13])=[O:12])=[C:4]([CH3:14])[C:3]=1[OH:15].Br[CH2:17][CH:18]=[CH2:19].C(=O)([O-])[O-].[K+].[K+]>CC(C)=O>[CH3:1][C:2]1[C:7]([C:8]([OH:10])=[O:9])=[CH:6][C:5]([C:11]([OH:13])=[O:12])=[C:4]([CH3:14])[C:3]=1[O:15][CH2:19][CH:18]=[CH2:17] |f:2.3.4|. Procedure details: 2.400 g (11.42 mmol) of dimethyl 5-hydroxyisophthalic acid, 1.4 g (11.6 mmol) of 3-bromopropene and 1.6 g (11.6 mmol) of potassium carbonate were dispersed in 40 ml of acetone and stirred for 15 hours at reflux temperature. The mixture was cooled to room temperature and filtered off insoluble salts after the addition of 150 ml of diethylether. The filtrate was concentrated and purified through the silicagelcolumn chromatography (developing solvent: diethylether/hexane=½), 2.612 g of dimethyl 5-a... Starting materials: C(C)(=O)OC1=C(C(=C(C=C1C)O)C)C (4-Acetoxy-2,3,5-trimethylphenol), C=O (paraformaldehyde), C(CCC)O (1-butanol), C(CCC)NCCCC (dibutylamine), C(C1=CC=CC=C1)(=O)O (benzoic acid). Run in C1(=CC=CC=C1)C (toluene), C1(=CC=CC=C1)C (toluene). Reaction conditions: time 6 hour. Product: C(C)(=O)OC1=C(C(=C(C(=C1C)COCCCC)O)C)C (4-acetoxy-2,3,5-trimethyl-6-butoxymethyl-1-hydroxybenzene). Reaction SMILES: [C:1]([O:4][C:5]1[C:10]([CH3:11])=[CH:9][C:8]([OH:12])=[C:7]([CH3:13])[C:6]=1[CH3:14])(=[O:3])[CH3:2].C=O.[CH2:17]([OH:21])[CH2:18][CH2:19][CH3:20].[CH2:22](NCCCC)CCC.C(O)(=O)C1C=CC=CC=1>C1(C)C=CC=CC=1>[C:1]([O:4][C:5]1[C:10]([CH3:11])=[C:9]([CH2:22][O:21][CH2:17][CH2:18][CH2:19][CH3:20])[C:8]([OH:12])=[C:7]([CH3:13])[C:6]=1[CH3:14])(=[O:3])[CH3:2]. Procedure: 4-Acetoxy-2,3,5-trimethylphenol (5.83 g; 30.0 mmol), 87.3% paraformaldehyde (1.24 g; 36.0 mmol), 1-butanol (14.46 g; 195.0 mmol), dibutylamine (0.39 g; 3.0 mmol) and benzoic acid (1.83 g; 15.0 mmol) were mixed together, then the mixture was reacted under reflux with stirring for 6 hours. After completion of the reaction, toluene was added into the resulting mixture for extraction of the resulting product in toluene, and then the toluene phase was separated. After the separated toluene phase was ... Yields the product Cl.ClC=1C=C(C2=C(N(C(C(O2)C)=O)C)C1)C(=O)NC1CCN(CC1)CCCC1=CC=CC=C1 (6-chloro-3,4-dihydro-2,4-dimethyl-3-oxo-N-[1-(3-phenylpropyl)-4-piperidyl]-2H-1,4-benzoxazine-8carboxamide hydrochloride). Reaction SMILES: [Cl:1][C:2]1[CH:3]=[C:4]([C:15]([OH:17])=O)[C:5]2[O:10][CH:9]([CH3:11])[C:8](=[O:12])[N:7]([CH3:13])[C:6]=2[CH:14]=1.C[N:19]1CCOCC1.C(Cl)(=O)OCC(C)C.N[CH:34]1[CH2:39][CH2:38][CH2:37][N:36]([CH2:40][CH2:41][CH2:42][C:43]2[CH:48]=[CH:47][CH:46]=[CH:45][CH:44]=2)[CH2:35]1.C(=O)([O-])O.[Na+]>O1CCCC1.C(OCC)(=O)C>[ClH:1].[Cl:1][C:2]1[CH:3]=[C:4]([C:15]([NH:19][CH:39]2[CH2:38][CH2:37][N:36]([CH2:40][CH2:41][CH2:42][C:43]3[CH:48]=[CH:47][CH:46]=[CH:45][CH:44]=3)[CH2:35][CH2:34]2)=[O:17])[C:5]2[O:10][CH:9]([CH3:11])[C:8](=[O:12])[N:7]([CH3:13])[C:6]=2[CH:14]=1 |f:4.5,8.9|. Run in C(C)(=O)OCC (ethyl acetate), O1CCCC1 (tetrahydrofuran). Procedure details: A solution of 4.0 g of 6-chloro-3,4-dihydro-2,4-dimethyl-3-oxo-2H-1,4-benzoxazine-8-carboxylic acid in 80 ml of tetrahydrofuran is cooled to below 0° C. and 3.17 g of N-methylmorpholine is added under stirring thereto. Further, 2.35 g of isobutyl chlorocarbonate is added and the mixture is stirred at the same temperature for 45 minutes. To the resultant mixture is added 3.77 g of 3-amino-1-(3-phenylpropyl)piperidine and the mixture stirred for 3 hours. After completion of the reaction, aqueous s... The reactants are resultant mixture, NC1CN(CCC1)CCCC1=CC=CC=C1 (3-amino-1-(3-phenylpropyl)piperidine), C(O)([O-])=O.[Na+] (sodium hydrogen carbonate), ClC=1C=C(C2=C(N(C(C(O2)C)=O)C)C1)C(=O)O (6-chloro-3,4-dihydro-2,4-dimethyl-3-oxo-2H-1,4-benzoxazine-8-carboxylic acid), C(OCC(C)C)(=O)Cl (isobutyl chlorocarbonate), CN1CCOCC1 (N-methylmorpholine). Starting materials: [H-].[Na+] (sodium hydride), ClC1=CC(=C(C#N)C=C1)NC(CCO[Si](C)(C)C(C)(C)C)C1=CC=CC=C1 (4-chloro-2-[[3-[[(1,1-dimethylethyl)dimethylsilyl]oxy]-1-phenylpropyl]amino]benzonitrile), CI (methyl iodide), C(C)(=O)O (acetic acid). Solvent: O1CCCC1 (tetrahydrofuran), O1CCCC1 (tetrahydrofuran), O (water). Reaction conditions: time 2 hour. Product: ClC1=CC(=C(C#N)C=C1)N(C)C(CCO)C1=CC=CC=C1 (4-Chloro-2-[(3-hydroxy-1-phenylpropyl)methylamino]benzonitrile), oil. The yield is 58.0%. Reaction SMILES: [H-].[Na+].[Cl:3][C:4]1[CH:11]=[CH:10][C:7]([C:8]#[N:9])=[C:6]([NH:12][CH:13]([C:24]2[CH:29]=[CH:28][CH:27]=[CH:26][CH:25]=2)[CH2:14][CH2:15][O:16][Si](C(C)(C)C)(C)C)[CH:5]=1.CI.[C:32](O)(=O)C>O1CCCC1.O>[Cl:3][C:4]1[CH:11]=[CH:10][C:7]([C:8]#[N:9])=[C:6]([N:12]([CH:13]([C:24]2[CH:25]=[CH:26][CH:27]=[CH:28][CH:29]=2)[CH2:14][CH2:15][OH:16])[CH3:32])[CH:5]=1 |f:0.1|. Reported procedure: To a stirred suspension of sodium hydride (60% dispersion, 270 mg, 6.75 mmol) in dry tetrahydrofuran (20 ml) under nitrogen and at 0° C. was added 4-chloro-2-[[3-[[(1,1-dimethylethyl)dimethylsilyl]oxy]-1-phenylpropyl]amino]benzonitrile (2.3 g, 5.74 mmol) in tetrahydrofuran (10 ml). The resulting yellow suspension was stirred at room temperature for 2 h, and then treated with methyl iodide (3.6 ml, 57.4 mmol). The resulting mixture was heated under reflux for 10 h, and then treated with acetic ac... Starting materials: OBO, Cc1oc(-c2ccc(Br)cc2)nc1CCN1CCCC1C, N#Cc1ccccc1. Product: Cc1oc(-c2ccc(-c3ccccc3C#N)cc2)nc1CCN1CCCC1C. As a reaction SMILES: [BH:1]([OH:2])[OH:3].[Br:12][c:13]1[cH:14][cH:15][c:16](-[c:19]2[o:20][c:21]([CH3:32])[c:22]([CH2:24][CH2:25][N:26]3[CH:27]([CH3:31])[CH2:28][CH2:29][CH2:30]3)[n:23]2)[cH:17][cH:18]1.[C:4](#[N:5])[c:6]1[cH:7][cH:8][cH:9][cH:10][cH:11]1>>[C:4](#[N:5])[c:6]1[c:7](-[c:13]2[cH:14][cH:15][c:16](-[c:19]3[o:20][c:21]([CH3:32])[c:22]([CH2:24][CH2:25][N:26]4[CH:27]([CH3:31])[CH2:28][CH2:29][CH2:30]4)[n:23]3)[cH:17][cH:18]2)[cH:8][cH:9][cH:10][cH:11]1. Reactants: CO, CC(=O)C1CCC2C3CCC4CC5OC5CC4(C)C3C(=O)CC12C, O, O=S(=O)(O)O. The product is COC1CC2(C)C(CCC3C4CCC(C(C)=O)C4(C)CC(=O)C32)CC1O. Reaction SMILES: [CH3:31][OH:32].[O:1]1[CH:2]2[CH:3]1[CH2:4][CH:5]1[CH2:6][CH2:7][CH:8]3[CH:9]4[CH2:10][CH2:11][CH:12]([C:13]([CH3:14])=[O:15])[C:16]4([CH3:24])[CH2:17][C:18](=[O:23])[CH:19]3[C:20]1([CH3:22])[CH2:21]2.[OH2:30].[S:25](=[O:26])(=[O:27])([OH:28])[OH:29]>>[O:1]([CH:2]1[CH:3]([OH:30])[CH2:4][CH:5]2[CH2:6][CH2:7][CH:8]3[CH:9]4[CH2:10][CH2:11][CH:12]([C:13]([CH3:14])=[O:15])[C:16]4([CH3:24])[CH2:17][C:18](=[O:23])[CH:19]3[C:20]2([CH3:22])[CH2:21]1)[CH3:31].